From a dataset of the Open Reaction Database (ORD), a public repository of structured organic reaction records. describe an organic reaction: reactants, conditions, products, and yield Reactants: C(C)(C)N=C=O (isopropyl isocyanate), Cl (hydrochloric acid), NCC(=O)O (glycine), ice, O (water). Solvent: CC(=O)C (acetone), [OH-].[Na+] (sodium hydroxide). Product: C(C)(C)NC(NCC(=O)O)=O (2-(3-Isopropylureido)-acetic acid). Yield: 48.6%. Reaction SMILES: [NH2:1][CH2:2][C:3]([OH:5])=[O:4].[CH:6]([N:9]=[C:10]=[O:11])([CH3:8])[CH3:7].O.Cl>[OH-].[Na+].CC(C)=O>[CH:6]([NH:9][C:10](=[O:11])[NH:1][CH2:2][C:3]([OH:5])=[O:4])([CH3:8])[CH3:7] |f:4.5|. Reported procedure: A solution of glycine (75.1 g.) in normal sodium hydroxide solution (one litre) is heated at 36° C. A solution of isopropyl isocyanate (76.5 g.) in acetone (100 cc.) is then added dropwise, whilst stirring. A rise in temperature from 36° to 50° C is observed in the course of the addition. The reaction mixture is stirred for a further 30 minutes after the end of the addition. Crushed ice (500 g.) and water (250 cc.) are then added and the mixture is acidified by adding 5 N hydrochloric acid (200 ... Procedure details: A mixture of 5-(4-benzyloxyphenyl)-7-(tetrahydropyran-4-yl)-7H-pyrrolo[2,3-d]pyrimidin-4-ylamine (2.83 g), 10% palladium on carbon (1.41 g), ammonium formate (2.31 g) and ethanol (250 ml) was boiled under reflux under nitrogen with stirring for 1.5 hours. The mixture was cooled to ambient temperature, filtered, then the filtrate cooled and filtered. The filtrate was evaporated to give a solid 4-[4-amino-7-(4-tetrahydropyranyl)-7H-pyrrolo[2,3-d]pyrimidin-5-yl]phenol. RXN SMILES: C([O:8][C:9]1[CH:14]=[CH:13][C:12]([C:15]2[C:23]3[C:22]([NH2:24])=[N:21][CH:20]=[N:19][C:18]=3[N:17]([CH:25]3[CH2:30][CH2:29][O:28][CH2:27][CH2:26]3)[CH:16]=2)=[CH:11][CH:10]=1)C1C=CC=CC=1.C([O-])=O.[NH4+]>[Pd].C(O)C>[NH2:24][C:22]1[C:23]2[C:15]([C:12]3[CH:11]=[CH:10][C:9]([OH:8])=[CH:14][CH:13]=3)=[CH:16][N:17]([CH:25]3[CH2:30][CH2:29][O:28][CH2:27][CH2:26]3)[C:18]=2[N:19]=[CH:20][N:21]=1 |f:1.2|. Starting materials: C(C1=CC=CC=C1)OC1=CC=C(C=C1)C1=CN(C=2N=CN=C(C21)N)C2CCOCC2 (5-(4-benzyloxyphenyl)-7-(tetrahydropyran-4-yl)-7H-pyrrolo[2,3-d]pyrimidin-4-ylamine), C(=O)[O-].[NH4+] (ammonium formate). Reagents/catalysts: [Pd] (palladium on carbon). Conditions: time 1.5 hour. Run in C(C)O (ethanol). Product: NC=1C2=C(N=CN1)N(C=C2C2=CC=C(C=C2)O)C2CCOCC2 (4-[4-amino-7-(4-tetrahydropyranyl)-7H-pyrrolo[2,3-d]pyrimidin-5-yl]phenol). Reactants: [BH4-], O=C1CC(OCc2ccccc2)C1, CCO, [Na+]. Yields the product OC1CC(OCc2ccccc2)C1. Reaction SMILES: [BH4-:14].[CH2:1]([c:2]1[cH:3][cH:4][cH:5][cH:6][cH:7]1)[O:8][CH:9]1[CH2:10][C:11](=[O:13])[CH2:12]1.[CH3:16][CH2:17][OH:18].[Na+:15]>>[CH2:1]([c:2]1[cH:3][cH:4][cH:5][cH:6][cH:7]1)[O:8][CH:9]1[CH2:10][CH:11]([OH:13])[CH2:12]1. Reactants: BrCC(=O)OC(C)(C)C (tert-butyl bromoacetate), OCCN(C1=NC=C(C=C1)[N+](=O)[O-])C ((2-Hydroxy-ethyl)-methyl-(5-nitro-pyridin-2-yl)-amine), [H-].[Na+] (NaH), oil. Run in CCOC(=O)C (EtOAc), C1CCOC1 (THF), CN(C)C=O (DMF). Conditions: time 8 hour. The product is C(C)(C)(C)OC(COCCN(C1=NC=C(C=C1)[N+](=O)[O-])C)=O ({2-[methyl-(5-nitro-pyridin-2-yl)-amino]-ethoxy}-acetic acid tert-butyl ester). As a reaction SMILES: [OH:1][CH2:2][CH2:3][N:4]([CH3:14])[C:5]1[CH:10]=[CH:9][C:8]([N+:11]([O-:13])=[O:12])=[CH:7][N:6]=1.[H-].[Na+].Br[CH2:18][C:19]([O:21][C:22]([CH3:25])([CH3:24])[CH3:23])=[O:20]>C1COCC1.CN(C=O)C.CCOC(C)=O>[C:22]([O:21][C:19](=[O:20])[CH2:18][O:1][CH2:2][CH2:3][N:4]([CH3:14])[C:5]1[CH:10]=[CH:9][C:8]([N+:11]([O-:13])=[O:12])=[CH:7][N:6]=1)([CH3:25])([CH3:24])[CH3:23] |f:1.2|. Procedure: (2-Hydroxy-ethyl)-methyl-(5-nitro-pyridin-2-yl)-amine (350 mg, 1.77 mmol) in THF (15 mL) and DMF (2 mL) was stirred with 60% NaH in oil (142 mg, 4.44 mmol) for 1 hr. The mixture was cooled and to this was added tert-butyl bromoacetate (1.31 mL, 8.88 mmol). The reaction mixture was allowed to stir overnight. The mixture was diluted with EtOAc, extracted with H2O and dried over MgSO4. The EtOAc layer was filtered, evaporated to dryness and yielded 262 mg following flash chromatography. ES-MS calcd... Reactants: COc1ccc(CCl)cc1, CN(C)C=O, CC(C)c1ccc(C2c3ccc(O)cc3OC2(C)C)cc1, [H-], [Na+], O. Yields the product COc1ccc(COc2ccc3c(c2)OC(C)(C)C3c2ccc(C(C)C)cc2)cc1. Reaction SMILES: [CH3:24][O:25][c:26]1[cH:27][cH:28][c:29]([CH2:30][Cl:31])[cH:32][cH:33]1.[CH3:35][N:36]([CH3:37])[CH:38]=[O:39].[CH:3]([CH3:4])([CH3:5])[c:6]1[cH:7][cH:8][c:9]([CH:12]2[C:13]([CH3:22])([CH3:23])[O:14][c:15]3[c:16]2[cH:17][cH:18][c:19]([OH:21])[cH:20]3)[cH:10][cH:11]1.[H-:1].[Na+:2].[OH2:34]>>[CH:3]([CH3:4])([CH3:5])[c:6]1[cH:7][cH:8][c:9]([CH:12]2[C:13]([CH3:22])([CH3:23])[O:14][c:15]3[c:16]2[cH:17][cH:18][c:19]([O:21][CH2:30][c:29]2[cH:28][cH:27][c:26]([O:25][CH3:24])[cH:33][cH:32]2)[cH:20]3)[cH:10][cH:11]1. Starting materials: COC(=O)C(=O)c1ccc(O)cc1, CN(C)C=O, ClCc1ccc2ccccc2n1, Cl, [H-], [Na+]. Yields the product COC(=O)C(=O)c1ccc(OCc2ccc3ccccc3n2)cc1. As a reaction SMILES: [CH3:1][O:2][C:3]([C:4]([c:5]1[cH:6][cH:7][c:8]([OH:11])[cH:9][cH:10]1)=[O:12])=[O:13].[CH3:29][N:30]([CH3:31])[CH:32]=[O:33].[Cl:15][CH2:16][c:17]1[n:18][c:19]2[cH:20][cH:21][cH:22][cH:23][c:24]2[cH:25][cH:26]1.[ClH:14].[H-:27].[Na+:28]>>[CH3:1][O:2][C:3]([C:4]([c:5]1[cH:6][cH:7][c:8]([O:11][CH2:16][c:17]2[n:18][c:19]3[cH:20][cH:21][cH:22][cH:23][c:24]3[cH:25][cH:26]2)[cH:9][cH:10]1)=[O:12])=[O:13].